Dataset: the Open Reaction Database (ORD), a public repository of structured organic reaction records. Task: describe an organic reaction: reactants, conditions, products, and yield The reactants are C(C1=CC=CC=C1)N (benzylamine), ClC1=C(C=NC2=CC=CC=C12)[N+](=O)[O-] (4-chloro-3-nitroquinoline). Reaction SMILES: [CH2:1]([NH2:8])[C:2]1[CH:7]=[CH:6][CH:5]=[CH:4][CH:3]=1.Cl[C:10]1[C:19]2[C:14](=[CH:15][CH:16]=[CH:17][CH:18]=2)[N:13]=[CH:12][C:11]=1[N+:20]([O-:22])=[O:21]>>[CH2:1]([NH:8][C:10]1[C:19]2[C:14](=[CH:15][CH:16]=[CH:17][CH:18]=2)[N:13]=[CH:12][C:11]=1[N+:20]([O-:22])=[O:21])[C:2]1[CH:7]=[CH:6][CH:5]=[CH:4][CH:3]=1. Procedure: Using the method of Example 1, benzylamine and 4-chloro-3-nitroquinoline were reacted to provide 4-benzylamino-3-nitroquinoline. The structural assignment for the crude product (m.p. 178°-196° C.) was supported by infrared spectral analysis. The product is C(C1=CC=CC=C1)NC1=C(C=NC2=CC=CC=C12)[N+](=O)[O-] (4-benzylamino-3-nitroquinoline). Starting materials: C=CCCCCO, COC(C)(C)C, C=C(C)C. The product is C=CCCCCOC(C)(C)C. As a reaction SMILES: [CH2:1]=[CH:2][CH2:3][CH2:4][CH2:5][CH2:6][OH:7].[CH3:12][O:13][C:14]([CH3:15])([CH3:16])[CH3:17].[CH3:8][C:9]([CH3:10])=[CH2:11]>>[CH2:1]=[CH:2][CH2:3][CH2:4][CH2:5][CH2:6][O:7][C:9]([CH3:8])([CH3:10])[CH3:11]. Yields the product COc1ncccc1OCC1CO1. Reactants: O=C([O-])[O-], CC#N, ClCC1CO1, [K+], [K+], COc1ncccc1O. Reaction SMILES: [C:10](=[O:11])([O-:12])[O-:13].[CH3:21][C:22]#[N:23].[Cl:16][CH2:17][CH:18]1[CH2:19][O:20]1.[K+:14].[K+:15].[OH:1][c:2]1[c:3]([O:8][CH3:9])[n:4][cH:5][cH:6][cH:7]1>>[O:1]([c:2]1[c:3]([O:8][CH3:9])[n:4][cH:5][cH:6][cH:7]1)[CH2:17][CH:18]1[CH2:19][O:20]1. Reactants: C(C1=CC=CC=C1)OCCC=1N(C(=C(N1)C(C)C)SC1=CC(=CC(=C1)Cl)Cl)CC1=CC=NC=C1 (4-[2-(2-benzyloxyethyl)-5-(3,5-dichlorophenylthio)-4-isopropyl-1H-imidazol-1-ylmethy]pyridine), C(O)([O-])=O.[Na+] (sodium hydrogen carbonate). The solvent is Cl (hydrochloric acid). Run at temperature 100 celsius. Yields the product ClC=1C=C(C=C(C1)Cl)SC1=C(N=C(N1CC1=CC=NC=C1)CCO)C(C)C (2-[5-(3,5-dichlorophenylthio)-4-isopropyl-1-(pyridin-4-ylmethyl)-1H-imidazol-2-yl]ethanol). The yield is 67.3%. As a reaction SMILES: C([O:8][CH2:9][CH2:10][C:11]1[N:12]([CH2:28][C:29]2[CH:34]=[CH:33][N:32]=[CH:31][CH:30]=2)[C:13]([S:19][C:20]2[CH:25]=[C:24]([Cl:26])[CH:23]=[C:22]([Cl:27])[CH:21]=2)=[C:14]([CH:16]([CH3:18])[CH3:17])[N:15]=1)C1C=CC=CC=1.C(=O)([O-])O.[Na+]>Cl>[Cl:26][C:24]1[CH:25]=[C:20]([S:19][C:13]2[N:12]([CH2:28][C:29]3[CH:34]=[CH:33][N:32]=[CH:31][CH:30]=3)[C:11]([CH2:10][CH2:9][OH:8])=[N:15][C:14]=2[CH:16]([CH3:18])[CH3:17])[CH:21]=[C:22]([Cl:27])[CH:23]=1 |f:1.2|. Reported procedure: In 12 ml of cocentrated hydrochloric acid was dissolved 2.3 g (4.5 mmol) of the benzyl compound (122b), and the mixture was heated at 100° C. for 4 hours. The mixture was neutralized with sodium hydrogen carbonate, and extracted with ethyl acetate. The extract was washed with water, dried over anhydrous sodium sulfate, filtered, and concentrated under reduced pressure. The residue was purified by silica gel column chromatography (7% methanol/ethyl acetate) to give 1.28 g of 2-[5-(3,5-dichlorophe... The reactants are ClCCCl, O=C(Cl)CCC([N+](=O)[O-])([N+](=O)[O-])[N+](=O)[O-], [N-]=[N+]=NCC(O)CN=[N+]=[N-]. Yields the product [N-]=[N+]=NCC(CN=[N+]=[N-])OC(=O)CCC([N+](=O)[O-])([N+](=O)[O-])[N+](=O)[O-]. RXN SMILES: [CH2:26]([Cl:27])[CH2:28][Cl:29].[N+:1](=[O:2])([O-:3])[C:4]([CH2:5][CH2:6][C:7](=[O:8])[Cl:9])([N+:10](=[O:11])[O-:12])[N+:13](=[O:14])[O-:15].[N:16](=[N+:17]=[N-:18])[CH2:19][CH:20]([CH2:21][N:22]=[N+:23]=[N-:24])[OH:25]>>[N+:1](=[O:2])([O-:3])[C:4]([CH2:5][CH2:6][C:7](=[O:8])[O:25][CH:20]([CH2:19][N:16]=[N+:17]=[N-:18])[CH2:21][N:22]=[N+:23]=[N-:24])([N+:10](=[O:11])[O-:12])[N+:13](=[O:14])[O-:15]. Reactants: CN(C)C=O, Cl, [H-], [Na+], O, CCOC(=O)C=Cc1ccc(O)cc1, ClCc1ccccn1. Product: CCOC(=O)C=Cc1ccc(OCc2ccccn2)cc1. Reaction SMILES: [CH3:27][N:28]([CH3:29])[CH:30]=[O:31].[ClH:17].[H-:1].[Na+:2].[OH2:26].[OH:3][c:4]1[cH:5][cH:6][c:7]([CH:8]=[CH:9][C:10](=[O:11])[O:12][CH2:13][CH3:14])[cH:15][cH:16]1.[c:18]1([CH2:24][Cl:25])[cH:19][cH:20][cH:21][cH:22][n:23]1>>[O:3]([c:4]1[cH:5][cH:6][c:7]([CH:8]=[CH:9][C:10](=[O:11])[O:12][CH2:13][CH3:14])[cH:15][cH:16]1)[CH2:24][c:18]1[cH:19][cH:20][cH:21][cH:22][n:23]1.